Dataset: the Open Reaction Database (ORD), a public repository of structured organic reaction records. Task: describe an organic reaction: reactants, conditions, products, and yield The reactants are CCc1[nH]c(C(=O)O)nc1Cl, CCOC(=O)c1nc(-c2ccc(N)cc2)oc1CC, O=S(Cl)Cl, c1ccncc1. Yields the product CCOC(=O)c1nc(-c2ccc(NC(=O)c3nc(Cl)c(CC)[nH]3)cc2)oc1CC. Reaction SMILES: [Cl:1][c:2]1[n:3][c:4]([C:9](=[O:10])[OH:11])[nH:5][c:6]1[CH2:7][CH3:8].[NH2:16][c:17]1[cH:18][cH:19][c:20](-[c:23]2[o:24][c:25]([CH2:33][CH3:34])[c:26]([C:28](=[O:29])[O:30][CH2:31][CH3:32])[n:27]2)[cH:21][cH:22]1.[S:12]([Cl:13])([Cl:14])=[O:15].[cH:35]1[cH:36][cH:37][n:38][cH:39][cH:40]1>>[Cl:1][c:2]1[n:3][c:4]([C:9](=[O:11])[NH:16][c:17]2[cH:18][cH:19][c:20](-[c:23]3[o:24][c:25]([CH2:33][CH3:34])[c:26]([C:28](=[O:29])[O:30][CH2:31][CH3:32])[n:27]3)[cH:21][cH:22]2)[nH:5][c:6]1[CH2:7][CH3:8]. The reactants are CC(C)N(S(=O)(=O)C)C[C@@H]1N(CCN(C1)C(=O)OC(C)(C)C)C(=O)OC(C)(C)C (di-tert-butyl (2R)-2-(((1-methylethyl)(methylsulfonyl)amino)methyl)-1,4-piperazinedicarboxylate), Cl (HCl). The solvent is CCOC(=O)C (EtOAc). Run at temperature 70 celsius. The product is Cl.Cl.CC(C)N(S(=O)(=O)C)C[C@@H]1NCCNC1 (N-(1-methylethyl)-N-((2R)-2-piperazinylmethyl)methanesulfonamide dihydrochloride). Isolated yield 96.2%. RXN SMILES: [CH3:1][CH:2]([N:4]([CH2:9][C@H:10]1[CH2:15][N:14](C(OC(C)(C)C)=O)[CH2:13][CH2:12][N:11]1C(OC(C)(C)C)=O)[S:5]([CH3:8])(=[O:7])=[O:6])[CH3:3].[ClH:30]>CCOC(C)=O>[ClH:30].[ClH:30].[CH3:3][CH:2]([N:4]([CH2:9][C@H:10]1[CH2:15][NH:14][CH2:13][CH2:12][NH:11]1)[S:5]([CH3:8])(=[O:6])=[O:7])[CH3:1] |f:3.4.5|. Procedure: A 150-mL round-bottomed flask was charged with di-tert-butyl (2R)-2-(((1-methylethyl)(methylsulfonyl)amino)methyl)-1,4-piperazinedicarboxylate (0.617 g, 1.42 mmol), HCl (4.0 M in 1,4-dioxane, 2.80 mL, 11.2 mmol) and EtOAc (20 mL). The mixture was heated at 70° C. for 18 h. The reaction mixture was allowed to cool to room temperature and the resulting white solid was collected by filtration. The solid was washed with EtOAc and to obtain N-(1-methylethyl)-N-((2R)-2-piperazinylmethyl)methanesulfona... Reactants: [OH-].[Li+] (lithium hydroxide), ClC=1C=C(C=2N(C1)C(=C(N2)C)C(=O)OCC)OCC2=NC=CC=C2F (Ethyl 6-chloro-8-[(3-fluoropyridin-2-yl)methoxy]-2-methylimidazo[1,2-a]pyridine-3-carboxylate), Cl (hydrochloric acid). Reaction conditions: temperature 40 celsius, time 2.5 hour. Yields the product ClC=1C=C(C=2N(C1)C(=C(N2)C)C(=O)O)OCC2=NC=CC=C2F (6-Chloro-8-[(3-fluoropyridin-2-yl)methoxy]-2-methylimidazo[1,2-a]pyridine-3-carboxylic acid). As a reaction SMILES: [OH-].[Li+].[Cl:3][C:4]1[CH:5]=[C:6]([O:19][CH2:20][C:21]2[C:26]([F:27])=[CH:25][CH:24]=[CH:23][N:22]=2)[C:7]2[N:8]([C:10]([C:14]([O:16]CC)=[O:15])=[C:11]([CH3:13])[N:12]=2)[CH:9]=1.Cl>>[Cl:3][C:4]1[CH:5]=[C:6]([O:19][CH2:20][C:21]2[C:26]([F:27])=[CH:25][CH:24]=[CH:23][N:22]=2)[C:7]2[N:8]([C:10]([C:14]([OH:16])=[O:15])=[C:11]([CH3:13])[N:12]=2)[CH:9]=1 |f:0.1|. Reported procedure: 28.1 ml (28.1 mmol) 1 M lithium hydroxide solution were added to 2.0 g (5.62 mmol) of ethyl 6-chloro-8-[(3-fluoropyridin-2-yl)methoxy]-2-methylimidazo[1,2-a]pyridine-3-carboxylate from Example 128A, and the mixture was stirred at 40° C. for 2.5 h. The reaction mixture, cooled to RT, was adjusted to about pH 4 using 6 N aqueous hydrochloric acid, the solvent was concentrated to half its original volume and the precipitated solid was filtered off with suction and dried under reduced pressure. This... The reactants are resultant mixture, ice water, C(C)N1CCC(CC1)CC1=CC(=CC=C1)F (1-ethyl-4-(3-fluorobenzyl)piperidine), C(C)N1CCC(CC1)CC1=CC(=CC=C1)F (1-ethyl-4-(3-fluorobenzyl)piperidine), ClS(=O)(=O)O (chlorosulfonic acid). Run in ClCCCl (DCE). Conditions: time 2 hour. The product is C(C)N1CCC(CC1)CC1=C(C=CC(=C1)F)S(=O)(=O)Cl (2-(1-ethylpiperidin-4-ylmethyl)-4-fluorobenzenesulfonyl chloride). Reaction SMILES: [CH2:1]([N:3]1[CH2:8][CH2:7][CH:6]([CH2:9][C:10]2[CH:15]=[CH:14][CH:13]=[C:12]([F:16])[CH:11]=2)[CH2:5][CH2:4]1)[CH3:2].[Cl:17][S:18](O)(=[O:20])=[O:19]>ClCCCl>[CH2:1]([N:3]1[CH2:8][CH2:7][CH:6]([CH2:9][C:10]2[CH:11]=[C:12]([F:16])[CH:13]=[CH:14][C:15]=2[S:18]([Cl:17])(=[O:20])=[O:19])[CH2:5][CH2:4]1)[CH3:2]. Procedure details: A solution of 1-ethyl-4-(3-fluorobenzyl)piperidine (Intermediate 179, 0.210 g) in DCE (1 mL) was added to chlorosulfonic acid (2 mL) at 0° C. The mixture was allowed to warm to room temperature and stirred for 2 hours. The resultant mixture was added carefully to ice/water and extracted with DCM. The organic layer was dried (Na2SO4) and filtered and the filtrate was evaporated to dryness to give 2-(1-ethylpiperidin-4-ylmethyl)-4-fluorobenzenesulfonyl chloride (0.290 g) as a solid. Starting materials: BrC1=CN=C(S1)C(=C)[C@@H]1CC[C@H](CC1)C(=O)OCC (ethyl trans-4-[1-(5-bromo-1,3-thiazol-2-yl)ethenyl]-cyclohexanecarboxylate), ClC1=CC(=CC=C1)C(=O)OO (meta-chloroperbenzoic acid). Run in ClCCl (dichloromethane), ClCCl (dichloromethane). Run at time 16 hour. Product: BrC1=CN=C(S1)C1(OC1)[C@@H]1CC[C@H](CC1)C(=O)OCC (ethyl trans-4-[2-(5-bromo-1,3-thiazol-2-yl)oxiran-2-yl]cyclohexanecarboxylate). As a reaction SMILES: [Br:1][C:2]1[S:6][C:5]([C:7]([C@H:9]2[CH2:14][CH2:13][C@H:12]([C:15]([O:17][CH2:18][CH3:19])=[O:16])[CH2:11][CH2:10]2)=[CH2:8])=[N:4][CH:3]=1.ClC1C=CC=C(C(OO)=[O:28])C=1>ClCCl>[Br:1][C:2]1[S:6][C:5]([C:7]2([C@H:9]3[CH2:14][CH2:13][C@H:12]([C:15]([O:17][CH2:18][CH3:19])=[O:16])[CH2:11][CH2:10]3)[CH2:8][O:28]2)=[N:4][CH:3]=1. Reported procedure: A solution of ethyl trans-4-[1-(5-bromo-1,3-thiazol-2-yl)ethenyl]cyclohexanecarboxylate (308 mg, 0.895 mmol) from Step 1 in dichloromethane (10 mL) was treated portionwise at 0° C. with meta-chloroperbenzoic acid (261 mg, 1.163 mmol, 77%). The mixture was stirred at room temperature for 16 h, diluted with dichloromethane and washed with 2N sodium hydroxide. The aqueous phase was extracted with dichloromethane and the combined organic layers were washed with brine, dried over magnesium sulfate an... Reactants: O=Cc1cn(Cc2cc(OCc3ccccc3)cc(OCc3ccccc3)c2)cc1-c1ccccc1, CCOC(=O)CP(=O)(OCC)OCC, [H-], [Na+], C1CCOC1, O. The product is CCOC(=O)C=Cc1cn(Cc2cc(OCc3ccccc3)cc(OCc3ccccc3)c2)cc1-c1ccccc1. Reaction SMILES: [CH2:17]([c:18]1[cH:19][cH:20][cH:21][cH:22][cH:23]1)[O:24][c:25]1[cH:26][c:27]([CH2:28][n:29]2[cH:30][c:31]([CH:40]=[O:41])[c:32](-[c:34]3[cH:35][cH:36][cH:37][cH:38][cH:39]3)[cH:33]2)[cH:42][c:43]([O:45][CH2:46][c:47]2[cH:48][cH:49][cH:50][cH:51][cH:52]2)[cH:44]1.[CH2:3]([O:4][P:5]([O:6][CH2:7][CH3:8])(=[O:9])[CH2:11][C:12](=[O:13])[O:14][CH2:15][CH3:16])[CH3:10].[H-:1].[Na+:2].[O:54]1[CH2:55][CH2:56][CH2:57][CH2:58]1.[OH2:53]>>[CH:11]([C:12](=[O:13])[O:14][CH2:15][CH3:16])=[CH:40][c:31]1[cH:30][n:29]([CH2:28][c:27]2[cH:26][c:25]([O:24][CH2:17][c:18]3[cH:19][cH:20][cH:21][cH:22][cH:23]3)[cH:44][c:43]([O:45][CH2:46][c:47]3[cH:48][cH:49][cH:50][cH:51][cH:52]3)[cH:42]2)[cH:33][c:32]1-[c:34]1[cH:35][cH:36][cH:37][cH:38][cH:39]1. The solvent is C(Cl)Cl (CH2Cl2), C(Cl)Cl (CH2Cl2). Reaction conditions: time 4 hour. Reaction SMILES: [CH2:1]([C:5]12[CH2:17][CH2:16][C:15](=[O:18])[CH:14]=[C:13]1[C:12]1[C:7](=[C:8]([CH3:21])[C:9]([O:19]C)=[CH:10][CH:11]=1)[CH2:6]2)[CH2:2][CH2:3][CH3:4].B(Br)(Br)Br>C(Cl)Cl>[CH2:1]([C:5]12[CH2:17][CH2:16][C:15](=[O:18])[CH:14]=[C:13]1[C:12]1[C:7](=[C:8]([CH3:21])[C:9]([OH:19])=[CH:10][CH:11]=1)[CH2:6]2)[CH2:2][CH2:3][CH3:4]. Yields the product C(CCC)C12CC3=C(C(=CC=C3C2=CC(CC1)=O)O)C (9a-butyl-7-hydroxy-8-methyl-1,2,9,9a-tetrahydro-3H-fluoren-3-one). The reactants are C(CCC)C12CC3=C(C(=CC=C3C2=CC(CC1)=O)OC)C (9a-butyl-7-methoxy-8-methyl-1,2,9,9a-tetrahydro-3H-fluoren-3-one), B(Br)(Br)Br (BBr3). Isolated yield 99.1%. Reported procedure: A solution of 9a-butyl-7-methoxy-8-methyl-1,2,9,9a-tetrahydro-3H-fluoren-3-one (28.4 mg, 0.1 mmol) in anhydrous CH2Cl2 (1.7 mL) was stirred under a nitrogen atmosphere and cooled in a dry ice-acetone bath while 1M BBr3 in CH2Cl2 (0.30 mL, 0.3 mmol) was added dropwise by syringe. The cooling bath was removed and the reaction mixture was stirred at room temperature for 4 hours. The mixture was diluted with EtOAc (8 mL), water (3 mL) and 1N HCL (1 mL) and shaken vigorously. The EtOAc layer was sepa...